Task: describe an organic reaction: reactants, conditions, products, and yield. Dataset: the Open Reaction Database (ORD), a public repository of structured organic reaction records Starting materials: CCOC(C)=O, CC1(C)OC(=O)C(CCCSC(c2ccccc2)(c2ccccc2)c2ccccc2)C(=O)O1, COC(=O)CCBr, C[O-], CO, CCCCCC, [Na+]. Yields the product COC(=O)CCC1(CCCSC(c2ccccc2)(c2ccccc2)c2ccccc2)C(=O)OC(C)(C)OC1=O. Reaction SMILES: [CH2:46]([O:47][C:48](=[O:49])[CH3:50])[CH3:51].[CH3:1][C:2]1([CH3:33])[O:3][C:4](=[O:32])[CH:5]([CH2:9][CH2:10][CH2:11][S:12][C:13]([c:14]2[cH:15][cH:16][cH:17][cH:18][cH:19]2)([c:20]2[cH:21][cH:22][cH:23][cH:24][cH:25]2)[c:26]2[cH:27][cH:28][cH:29][cH:30][cH:31]2)[C:6](=[O:8])[O:7]1.[CH3:34][O:35][C:36]([CH2:37][CH2:38][Br:39])=[O:40].[CH3:41][O-:42].[CH3:44][OH:45].[CH3:52][CH2:53][CH2:54][CH2:55][CH2:56][CH3:57].[Na+:43]>>[CH3:1][C:2]1([CH3:33])[O:3][C:4](=[O:32])[C:5]([CH2:9][CH2:10][CH2:11][S:12][C:13]([c:14]2[cH:15][cH:16][cH:17][cH:18][cH:19]2)([c:20]2[cH:21][cH:22][cH:23][cH:24][cH:25]2)[c:26]2[cH:27][cH:28][cH:29][cH:30][cH:31]2)([CH2:38][CH2:37][C:36]([O:35][CH3:34])=[O:40])[C:6](=[O:8])[O:7]1.